From a dataset of the Open Reaction Database (ORD), a public repository of structured organic reaction records. describe an organic reaction: reactants, conditions, products, and yield Reactants: C(C)C1=CC(=C(S1)N1C(=NN=C1CCCCCCCCCCCCCCCCC)CO)C(C1=CC=C(C=C1)C)=O (5-ethyl-3-(4-methylbenzoyl)-2-(5-heptadecyl-3-hydroxymethyl-1,2,4-triazol-4-yl)thiophene), [BH4-].[Na+] (sodium borohydride). Run in C(C)O (ethanol). Yields the product CC1=CC=C(C=C1)C1=CC2=C(N3C(COC2)=NN=C3)S1 (4-methylphenyl-4H,6H-thieno[2,3-e][1,2,4]triazolo[3,4-c][1,4]oxazepine). RXN SMILES: [CH2:1]([C:3]1[S:7][C:6]([N:8]2[C:12](CCCCCCCCCCCCCCCCC)=[N:11][N:10]=[C:9]2[CH2:30][OH:31])=[C:5]([C:32](=O)C2C=CC(C)=CC=2)[CH:4]=1)[CH3:2].[BH4-].[Na+]>C(O)C>[CH3:32][C:5]1[CH:6]=[CH:2][C:1]([C:3]2[S:7][C:6]3[N:8]4[CH:12]=[N:11][N:10]=[C:9]4[CH2:30][O:31][CH2:32][C:5]=3[CH:4]=2)=[CH:3][CH:4]=1 |f:1.2|. Procedure: 5-Ethyl-3-(4-methylbenzoyl)-2-(5-heptadecyl-3-hydroxymethyl-1,2,4-triazol-4-yl)thiophene (3 g) obtained in Example 22 was dissolved in ethanol (30 ml). Thereto was added sodium borohydride (0.1 g) with stirring and the mixture was stirred at room temperature for 1 hour. After the ethanol was distilled away, 5% aqueous sodium hydrogencarbonate was added thereto and the liberated oily substance was extracted with ethyl acetate. The extract was washed with water and dried over anhydrous magnesium s... Reactants: BrCc1ccc(Br)cc1, O=C([O-])[O-], CC#N, [K+], [K+], O=[N+]([O-])c1ccc(Nn2cnnc2)cc1. Yields the product O=[N+]([O-])c1ccc(N(Cc2ccc(Br)cc2)n2cnnc2)cc1. Reaction SMILES: [Br:16][c:17]1[cH:18][cH:19][c:20]([CH2:21][Br:22])[cH:23][cH:24]1.[C:25](=[O:26])([O-:27])[O-:28].[CH3:31][C:32]#[N:33].[K+:29].[K+:30].[N+:1](=[O:2])([O-:3])[c:4]1[cH:5][cH:6][c:7]([NH:10][n:11]2[cH:12][n:13][n:14][cH:15]2)[cH:8][cH:9]1>>[N+:1](=[O:2])([O-:3])[c:4]1[cH:5][cH:6][c:7]([N:10]([n:11]2[cH:12][n:13][n:14][cH:15]2)[CH2:21][c:20]2[cH:19][cH:18][c:17]([Br:16])[cH:24][cH:23]2)[cH:8][cH:9]1. Reported procedure: To a solution of 2-bromo-5-[(2,5-difluorophenyl)[[5-(trifluoromethyl)pyridin-2-yl]thio]methyl]-4-methylpyridine (1.97 g, 4.15 mmol) in toluene (45 ml), a hexane solution of n-butyllithium (1.54 M, 3.23 ml, 4.97 mmol) was added in an argon atmosphere at −78° C. The reaction mixture was stirred for 30 minutes at −40° C., and then cooled again to −78° C., and N,N-dimethylformamide (0.385 ml, 4.97 mmol) was added thereto. After completion of dropwise addition, the reaction mixture was allowed to war... Run in C1(=CC=CC=C1)C (toluene), O (water), C(C)(=O)OCC (Ethyl acetate). The yield is 60.7%. Run at temperature -40 celsius, time 30 minute. Reaction SMILES: Br[C:2]1[CH:7]=[C:6]([CH3:8])[C:5]([CH:9]([C:21]2[CH:26]=[C:25]([F:27])[CH:24]=[CH:23][C:22]=2[F:28])[S:10][C:11]2[CH:16]=[CH:15][C:14]([C:17]([F:20])([F:19])[F:18])=[CH:13][N:12]=2)=[CH:4][N:3]=1.CCCCCC.C([Li])CCC.CN(C)[CH:42]=[O:43]>C1(C)C=CC=CC=1.C(OCC)(=O)C.O>[F:28][C:22]1[CH:23]=[CH:24][C:25]([F:27])=[CH:26][C:21]=1[CH:9]([S:10][C:11]1[CH:16]=[CH:15][C:14]([C:17]([F:20])([F:19])[F:18])=[CH:13][N:12]=1)[C:5]1[C:6]([CH3:8])=[CH:7][C:2]([CH:42]=[O:43])=[N:3][CH:4]=1. Starting materials: BrC1=NC=C(C(=C1)C)C(SC1=NC=C(C=C1)C(F)(F)F)C1=C(C=CC(=C1)F)F (2-bromo-5-[(2,5-difluorophenyl)[[5-(trifluoromethyl)pyridin-2-yl]thio]methyl]-4-methylpyridine), CCCCCC (hexane), C(CCC)[Li] (n-butyllithium), CN(C=O)C (N,N-dimethylformamide). The product is FC1=C(C=C(C=C1)F)C(C=1C(=CC(=NC1)C=O)C)SC1=NC=C(C=C1)C(F)(F)F (5-[(2,5-Difluorophenyl)[[5-(trifluoromethyl)pyridin-2-yl]thio]methyl]-4-methylpyridine-2-carbaldehyde). Starting materials: ClC1=CC=C(C=C1)C=1C(=NC=C(C(=O)O)C1)OCC(F)(F)F (5-(4-chloro-phenyl)-6-(2,2,2-trifluoro-ethoxy)-nicotinic acid), C(CC)N1N=C(C=C1)CN (1-propyl-1H-pyrazole-3-methanamine). Product: ClC1=CC=C(C=C1)C=1C(=NC=C(C(=O)NCC2=NN(C=C2)CCC)C1)OCC(F)(F)F (5-(4-chloro-phenyl)-N-(1-propyl-1H-pyrazol-3-ylmethyl)-6-(2,2,2-trifluoro-ethoxy)-nicotinamide). RXN SMILES: [Cl:1][C:2]1[CH:7]=[CH:6][C:5]([C:8]2[C:9]([O:17][CH2:18][C:19]([F:22])([F:21])[F:20])=[N:10][CH:11]=[C:12]([CH:16]=2)[C:13]([OH:15])=O)=[CH:4][CH:3]=1.[CH2:23]([N:26]1[CH:30]=[CH:29][C:28]([CH2:31][NH2:32])=[N:27]1)[CH2:24][CH3:25]>>[Cl:1][C:2]1[CH:3]=[CH:4][C:5]([C:8]2[C:9]([O:17][CH2:18][C:19]([F:20])([F:21])[F:22])=[N:10][CH:11]=[C:12]([CH:16]=2)[C:13]([NH:32][CH2:31][C:28]2[CH:29]=[CH:30][N:26]([CH2:23][CH2:24][CH3:25])[N:27]=2)=[O:15])=[CH:6][CH:7]=1. Procedure details: The title compound was synthesized in analogy to Example 1, using 5-(4-chloro-phenyl)-6-(2,2,2-trifluoro-ethoxy)-nicotinic acid (CAS Registry No. 1018782-82-5) and 1-propyl-1H-pyrazole-3-methanamine (CAS Registry No. 1006333-47-6) as starting materials, LC-MS (UV peak area/ESI) 96%, 453.29 (M+H)+. The reactants are CN(C)C=O, [I-], [Li+], COC(=O)c1cnc2c3ccccc3ncn2c1=O, O. The product is O=C(O)c1cnc2c3ccccc3ncn2c1=O. As a reaction SMILES: [CH3:23][N:24]([CH3:25])[CH:26]=[O:27].[I-:20].[Li+:21].[O:1]=[c:2]1[c:3]([C:16](=[O:17])[O:18][CH3:19])[cH:4][n:5][c:6]2[n:7]1[cH:8][n:9][c:10]1[cH:11][cH:12][cH:13][cH:14][c:15]21.[OH2:22]>>[O:1]=[c:2]1[c:3]([C:16](=[O:17])[OH:18])[cH:4][n:5][c:6]2[n:7]1[cH:8][n:9][c:10]1[cH:11][cH:12][cH:13][cH:14][c:15]21.